Dataset: the Open Reaction Database (ORD), a public repository of structured organic reaction records. Task: describe an organic reaction: reactants, conditions, products, and yield Reactants: O=C([O-])[O-], C1CCNCC1, ClCCl, CC#N, [K+], [K+], BrCCCC=Cc1ccc(-c2nnc(CSCCOc3ccccc3)o2)cc1. Product: C(=Cc1ccc(-c2nnc(CSCCOc3ccccc3)o2)cc1)CCCN1CCCCC1. As a reaction SMILES: [C:35](=[O:36])([O-:37])[O-:38].[CH2:29]1[CH2:30][CH2:31][NH:32][CH2:33][CH2:34]1.[CH2:44]([Cl:45])[Cl:46].[CH3:41][C:42]#[N:43].[K+:39].[K+:40].[O:1]([c:2]1[cH:3][cH:4][cH:5][cH:6][cH:7]1)[CH2:8][CH2:9][S:10][CH2:11][c:12]1[o:13][c:14](-[c:17]2[cH:18][cH:19][c:20]([CH:23]=[CH:24][CH2:25][CH2:26][CH2:27][Br:28])[cH:21][cH:22]2)[n:15][n:16]1>>[O:1]([c:2]1[cH:3][cH:4][cH:5][cH:6][cH:7]1)[CH2:8][CH2:9][S:10][CH2:11][c:12]1[o:13][c:14](-[c:17]2[cH:18][cH:19][c:20]([CH:23]=[CH:24][CH2:25][CH2:26][CH2:27][N:32]3[CH2:31][CH2:30][CH2:29][CH2:34][CH2:33]3)[cH:21][cH:22]2)[n:15][n:16]1. Starting materials: CC(C)(C)c1ccc(CCC(CC2CCCCC2)OC(=O)c2ccccc2)cc1NC(=O)CC1c2ccccc2Oc2ccccc21, CC[O-], [Na+]. Product: CC(C)(C)c1ccc(CCC(O)CC2CCCCC2)cc1NC(=O)CC1c2ccccc2Oc2ccccc21. As a reaction SMILES: [C:5]([CH3:6])([CH3:7])([CH3:8])[c:9]1[c:10]([NH:34][C:35]([CH2:36][CH:37]2[c:38]3[cH:39][cH:40][cH:41][cH:42][c:43]3[O:44][c:45]3[cH:46][cH:47][cH:48][cH:49][c:50]32)=[O:51])[cH:11][c:12]([CH2:15][CH2:16][CH:17]([CH2:18][CH:19]2[CH2:20][CH2:21][CH2:22][CH2:23][CH2:24]2)[O:25][C:26](=[O:27])[c:28]2[cH:29][cH:30][cH:31][cH:32][cH:33]2)[cH:13][cH:14]1.[CH3:2][CH2:3][O-:4].[Na+:1]>>[C:5]([CH3:6])([CH3:7])([CH3:8])[c:9]1[c:10]([NH:34][C:35]([CH2:36][CH:37]2[c:38]3[cH:39][cH:40][cH:41][cH:42][c:43]3[O:44][c:45]3[cH:46][cH:47][cH:48][cH:49][c:50]32)=[O:51])[cH:11][c:12]([CH2:15][CH2:16][CH:17]([CH2:18][CH:19]2[CH2:20][CH2:21][CH2:22][CH2:23][CH2:24]2)[OH:25])[cH:13][cH:14]1.